This data is from the Open Reaction Database (ORD), a public repository of structured organic reaction records. The task is: describe an organic reaction: reactants, conditions, products, and yield The reactants are O=CC(=O)O, CC(=O)O, CO, Nc1noc2ccc(C(F)(F)F)cc12, O. Product: O=C(O)CNc1noc2ccc(C(F)(F)F)cc12. Reaction SMILES: [C:16]([CH:17]=[O:18])(=[O:19])[OH:20].[C:21]([OH:22])(=[O:23])[CH3:24].[CH3:25][OH:26].[F:1][C:2]([c:3]1[cH:4][cH:5][c:6]2[c:7]([c:8]([NH2:11])[n:9][o:10]2)[cH:12]1)([F:13])[F:14].[OH2:15]>>[F:1][C:2]([c:3]1[cH:4][cH:5][c:6]2[c:7]([c:8]([NH:11][CH2:17][C:16](=[O:19])[OH:20])[n:9][o:10]2)[cH:12]1)([F:13])[F:14].